Task: describe an organic reaction: reactants, conditions, products, and yield. Dataset: the Open Reaction Database (ORD), a public repository of structured organic reaction records Reaction SMILES: [CH3:14][C:15](=[O:16])[O-:17].[CH3:1][n:2]1[c:3]([CH:11]=[O:12])[n:4][c:5]2[c:6]1[cH:7][cH:8][cH:9][cH:10]2.[ClH:18].[NH2:19][OH:20].[Na+:13].[OH2:21]>>[CH3:1][n:2]1[c:3]([CH:11]=[N:19][OH:20])[n:4][c:5]2[c:6]1[cH:7][cH:8][cH:9][cH:10]2. The product is Cn1c(C=NO)nc2ccccc21. The reactants are CC(=O)[O-], Cn1c(C=O)nc2ccccc21, Cl, NO, [Na+], O.